Dataset: the Open Reaction Database (ORD), a public repository of structured organic reaction records. Task: describe an organic reaction: reactants, conditions, products, and yield The reactants are [Br-], BrCCCCCCBr, CCCC[N+](CCCC)(CCCC)CCCC, O=[N+]([O-])c1cccc(COCCO)c1, [Na+], [OH-], O. Yields the product O=[N+]([O-])c1cccc(COCCOCCCCCCBr)c1. Reaction SMILES: [Br-:25].[Br:15][CH2:16][CH2:17][CH2:18][CH2:19][CH2:20][CH2:21][Br:22].[CH3:26][CH2:27][CH2:28][CH2:29][N+:30]([CH2:31][CH2:32][CH2:33][CH3:34])([CH2:35][CH2:36][CH2:37][CH3:38])[CH2:39][CH2:40][CH2:41][CH3:42].[N+:1](=[O:2])([O-:3])[c:4]1[cH:5][c:6]([CH2:10][O:11][CH2:12][CH2:13][OH:14])[cH:7][cH:8][cH:9]1.[Na+:24].[OH-:23].[OH2:43]>>[N+:1](=[O:2])([O-:3])[c:4]1[cH:5][c:6]([CH2:10][O:11][CH2:12][CH2:13][O:14][CH2:21][CH2:20][CH2:19][CH2:18][CH2:17][CH2:16][Br:15])[cH:7][cH:8][cH:9]1. Starting materials: C(C1=CC=CC=C1)(C1=CC=CC=C1)N1CC(C1)OC(C1=C(C=CC=C1)C(F)(F)F)C1=C(C=C(C=C1)Br)F (1-benzhydryl-3-[2-(trifluoromethyl)-2′-fluoro-4′-bromo-benzhydryloxy]azetidine), Cl.ClC1=C(C(C2=CC=C(C=C2)Cl)OC2CNC2)C=CC=C1 (3-(2,4′-dichlorobenzhydryloxy)azetidine hydrochloride). The product is Cl.FC(C1=C(C(C2=C(C=C(C=C2)Br)F)OC2CNC2)C=CC=C1)(F)F (3-[2-(trifluoromethyl)-2′-fluoro-4′-bromobenzhydryloxy]azetidine hydrochloride). As a reaction SMILES: C([N:14]1[CH2:17][CH:16]([O:18][CH:19]([C:30]2[CH:35]=[CH:34][C:33]([Br:36])=[CH:32][C:31]=2[F:37])[C:20]2[CH:25]=[CH:24][CH:23]=[CH:22][C:21]=2[C:26]([F:29])([F:28])[F:27])[CH2:15]1)(C1C=CC=CC=1)C1C=CC=CC=1.Cl.[Cl:39]C1C=CC=CC=1C(OC1CNC1)C1C=CC(Cl)=CC=1>>[ClH:39].[F:29][C:26]([F:27])([F:28])[C:21]1[CH:22]=[CH:23][CH:24]=[CH:25][C:20]=1[CH:19]([O:18][CH:16]1[CH2:17][NH:14][CH2:15]1)[C:30]1[CH:35]=[CH:34][C:33]([Br:36])=[CH:32][C:31]=1[F:37] |f:1.2,3.4|. Procedure details: This material was prepared from 1-benzhydryl-3-[2-(trifluoromethyl)-2′-fluoro-4′-bromobenzhydryloxy]azetidine (113) (15 mmol) using the procedure described for compound (9) (2.26 g, 51%).